Dataset: the Open Reaction Database (ORD), a public repository of structured organic reaction records. Task: describe an organic reaction: reactants, conditions, products, and yield Reactants: C(C#CC)OC1=NC=NC(=C1)Cl (4-(2-butynyloxy)-6-chloropyrimidine), C([O-])([O-])=O.[K+].[K+] (potassium carbonate), Cl.CC1(CNCCC1)C (3,3-dimethylpiperidine hydrochloride), [Cl-].[NH4+] (ammonium chloride). Run in C(C)#N (acetonitrile). Conditions: temperature 80 celsius, time 2 hour. Product: C(C#CC)OC1=NC=NC(=C1)N1CC(CCC1)(C)C (4-(2-butynyloxy)-6-(3,3-dimethylpiperidino)pyrimidine). Isolated yield 95.1%. Reaction SMILES: [CH2:1]([O:5][C:6]1[CH:11]=[C:10](Cl)[N:9]=[CH:8][N:7]=1)[C:2]#[C:3][CH3:4].C(=O)([O-])[O-].[K+].[K+].Cl.[CH3:20][C:21]1([CH3:27])[CH2:26][CH2:25][CH2:24][NH:23][CH2:22]1.[Cl-].[NH4+]>C(#N)C>[CH2:1]([O:5][C:6]1[CH:11]=[C:10]([N:23]2[CH2:24][CH2:25][CH2:26][C:21]([CH3:27])([CH3:20])[CH2:22]2)[N:9]=[CH:8][N:7]=1)[C:2]#[C:3][CH3:4] |f:1.2.3,4.5,6.7|. Procedure: Into 2 ml of acetonitrile were added 0.20 g of 4-(2-butynyloxy)-6-chloropyrimidine, 0.45 g of potassium carbonate and 0.20 g of 3,3-dimethylpiperidine hydrochloride, and the mixture was stirred for 2 hours at 80° C. The reaction mixture was cooled to near room temperature, a saturated ammonium chloride aqueous solution was added therein, and the mixture was extracted with tert-butyl methyl ether three times. The organic layers were washed with a saturated sodium chloride aqueous solution, dried ...